Dataset: the Open Reaction Database (ORD), a public repository of structured organic reaction records. Task: describe an organic reaction: reactants, conditions, products, and yield Reported procedure: Proceeding as in Example 1, but substituting 2-(1H-indol-3-yl)acetic acid hydrochloride and (2S,4R)-4-benzyl-N-(4-(4-fluorophenoxy)phenyl)pyrrolidine-2-carboxamide, gave Compound 98, (2S,4R)-1-(2-(1H-indol-3-yl)acetyl)-4-benzyl-N-(4-(4-fluorophenoxy)phenyl)pyrrolidine-2-carboxamide (12.9 mg, 39.3%). Major isomer: 1H-NMR (400 MHz, DMSO-D6): σ 10.91 (s, 1H), 9.99 (s, 1H), 7.56 (m, 3H), 7.35-7.07 (m, 10H), 7.01-6.94 (m, 5H), 4.50 (m, 1H), 3.75 (m, 2H), 3.69 (s, 2H), 2.61 (m, 3H), 1.90 (m, 2H). MS (... The yield is 39.3%. The product is Compound 98, N1C=C(C2=CC=CC=C12)CC(=O)N1[C@@H](C[C@H](C1)CC1=CC=CC=C1)C(=O)NC1=CC=C(C=C1)OC1=CC=C(C=C1)F ((2S,4R)-1-(2-(1H-indol-3-yl)acetyl)-4-benzyl-N-(4-(4-fluorophenoxy)phenyl)pyrrolidine-2-carboxamide). Reactants: Cl.N1C=C(C2=CC=CC=C12)CC(=O)O (2-(1H-indol-3-yl)acetic acid hydrochloride), C(C1=CC=CC=C1)[C@@H]1C[C@H](NC1)C(=O)NC1=CC=C(C=C1)OC1=CC=C(C=C1)F ((2S,4R)-4-benzyl-N-(4-(4-fluorophenoxy)phenyl)pyrrolidine-2-carboxamide). As a reaction SMILES: Cl.[NH:2]1[C:10]2[C:5](=[CH:6][CH:7]=[CH:8][CH:9]=2)[C:4]([CH2:11][C:12]([OH:14])=O)=[CH:3]1.[CH2:15]([C@H:22]1[CH2:26][NH:25][C@H:24]([C:27]([NH:29][C:30]2[CH:35]=[CH:34][C:33]([O:36][C:37]3[CH:42]=[CH:41][C:40]([F:43])=[CH:39][CH:38]=3)=[CH:32][CH:31]=2)=[O:28])[CH2:23]1)[C:16]1[CH:21]=[CH:20][CH:19]=[CH:18][CH:17]=1>>[NH:2]1[C:10]2[C:5](=[CH:6][CH:7]=[CH:8][CH:9]=2)[C:4]([CH2:11][C:12]([N:25]2[CH2:26][C@H:22]([CH2:15][C:16]3[CH:21]=[CH:20][CH:19]=[CH:18][CH:17]=3)[CH2:23][C@H:24]2[C:27]([NH:29][C:30]2[CH:35]=[CH:34][C:33]([O:36][C:37]3[CH:42]=[CH:41][C:40]([F:43])=[CH:39][CH:38]=3)=[CH:32][CH:31]=2)=[O:28])=[O:14])=[CH:3]1 |f:0.1|. Reactants: FC(C=1NC=CC1C#N)(F)F (2-trifluoromethyl-3-cyanopyrrole), [H-].[Na+] (NaH), C(C)OCCl (chloromethyl ethyl ether). Run in C(C)(=O)OCC (ethyl acetate), C(C)(=O)OCC (ethyl acetate), O1CCCC1 (tetrahydrofuran), O1CCCC1 (tetrahydrofuran), CCCCCC (hexane). Run at time 20 minute. Yields the product C(C)OCN1C(=C(C=C1)C#N)C(F)(F)F (1-(ethoxymethyl)-2-(trifluoromethyl)pyrrole-3-carbonitrile). Reaction SMILES: [F:1][C:2]([F:11])([F:10])[C:3]1[NH:4][CH:5]=[CH:6][C:7]=1[C:8]#[N:9].[H-].[Na+].[CH2:14]([O:16][CH2:17]Cl)[CH3:15]>O1CCCC1.C(OCC)(=O)C.CCCCCC>[CH2:14]([O:16][CH2:17][N:4]1[CH:5]=[CH:6][C:7]([C:8]#[N:9])=[C:3]1[C:2]([F:1])([F:10])[F:11])[CH3:15] |f:1.2|. Procedure details: A stirred solution of 2-trifluoromethyl-3-cyanopyrrole (1.0 g, 6.2 mmol) in dry tetrahydrofuran is treated with NaH (0.30 g, 7.5 mmol) as a 60% dispersion in mineral oil, under nitrogen, at room temperature. After 20 minutes, the reaction mixture is treated dropwise with a solution of chloromethyl ethyl ether (0.77 g, 8.1 mmol) in dry tetrahydrofuran, stirred vigorously for 3 hours and treated with a mixture of 1N HCI and ethyl acetate. The phases are separated and the organic phase is washed wi... Starting materials: CN(C(=O)OC(C)(C)C)C1CCC(C=CCO)CC1, CS(=O)(=O)Cl, CN(C)c1ccncc1, ClCCl, O, c1ccncc1. The product is CN(C(=O)OC(C)(C)C)C1CCC(C=CCCl)CC1. RXN SMILES: [C:1]([CH3:2])([CH3:3])([CH3:4])[O:5][C:6]([N:7]([CH3:8])[CH:9]1[CH2:10][CH2:11][CH:12]([CH:15]=[CH:16][CH2:17][OH:18])[CH2:13][CH2:14]1)=[O:19].[CH3:20][S:21](=[O:22])(=[O:23])[Cl:24].[CH3:35][N:36]([c:37]1[cH:38][cH:39][n:40][cH:41][cH:42]1)[CH3:43].[Cl:32][CH2:33][Cl:34].[OH2:31].[cH:25]1[cH:26][cH:27][n:28][cH:29][cH:30]1>>[C:1]([CH3:2])([CH3:3])([CH3:4])[O:5][C:6]([N:7]([CH3:8])[CH:9]1[CH2:10][CH2:11][CH:12]([CH:15]=[CH:16][CH2:17][Cl:24])[CH2:13][CH2:14]1)=[O:19]. Starting materials: CCO, CN(C)CCn1cc(-c2ccc(F)c(C(F)(F)F)c2)nc1C1CCN(c2ncnc3c2C(=Cc2ccccc2)C(=O)N3)CC1. Product: CN(C)CCn1cc(-c2ccc(F)c(C(F)(F)F)c2)nc1C1CCN(c2ncnc3c2C(Cc2ccccc2)C(=O)N3)CC1. As a reaction SMILES: [CH3:45][CH2:46][OH:47].[CH:1]([c:2]1[cH:3][cH:4][cH:5][cH:6][cH:7]1)=[C:8]1[C:9](=[O:44])[NH:10][c:11]2[n:12][cH:13][n:14][c:15]([N:17]3[CH2:18][CH2:19][CH:20]([c:23]4[n:24]([CH2:39][CH2:40][N:41]([CH3:42])[CH3:43])[cH:25][c:26](-[c:28]5[cH:29][c:30]([C:35]([F:36])([F:37])[F:38])[c:31]([F:34])[cH:32][cH:33]5)[n:27]4)[CH2:21][CH2:22]3)[c:16]21>>[CH2:1]([c:2]1[cH:3][cH:4][cH:5][cH:6][cH:7]1)[CH:8]1[C:9](=[O:44])[NH:10][c:11]2[n:12][cH:13][n:14][c:15]([N:17]3[CH2:18][CH2:19][CH:20]([c:23]4[n:24]([CH2:39][CH2:40][N:41]([CH3:42])[CH3:43])[cH:25][c:26](-[c:28]5[cH:29][c:30]([C:35]([F:36])([F:37])[F:38])[c:31]([F:34])[cH:32][cH:33]5)[n:27]4)[CH2:21][CH2:22]3)[c:16]21. Reactants: C(C)(=O)OCC (ethyl acetate), C(#N)C=1C=C(CN(C2=NC=C(C=N2)OCCCC(=O)OCC)CC2=C(C=CC(=C2)C(F)(F)F)N(CCC)CC2CC2)C=C(C1)C(F)(F)F (Ethyl 4-(2-{(3-cyano-5-trifluoromethyl-benzyl)-[2-(cyclopropylmethyl-propyl-amino)-5-trifluoromethyl-benzyl]-amino}-pyrimidin-5-yloxy)-butyrate), [OH-].[Na+] (sodium hydroxide), [OH-].[Na+] (sodium hydroxide). Run in O1CCCC1 (tetrahydrofuran). Run at temperature 40 celsius, time 30 minute. Yields the product C(#N)C=1C=C(CN(C2=NC=C(C=N2)OCCCC(=O)O)CC2=C(C=CC(=C2)C(F)(F)F)N(CCC)CC2CC2)C=C(C1)C(F)(F)F (4-(2-{(3-cyano-5-trifluoromethyl-benzyl)-[2-(cyclopropylmethyl-propyl-amino)-5-trifluoromethyl-benzyl]-amino}-pyrimidin-5-yloxy)-butyric acid). The yield is 82.2%. As a reaction SMILES: [C:1]([C:3]1[CH:4]=[C:5]([CH:42]=[C:43]([C:45]([F:48])([F:47])[F:46])[CH:44]=1)[CH2:6][N:7]([CH2:23][C:24]1[CH:29]=[C:28]([C:30]([F:33])([F:32])[F:31])[CH:27]=[CH:26][C:25]=1[N:34]([CH2:38][CH:39]1[CH2:41][CH2:40]1)[CH2:35][CH2:36][CH3:37])[C:8]1[N:13]=[CH:12][C:11]([O:14][CH2:15][CH2:16][CH2:17][C:18]([O:20]CC)=[O:19])=[CH:10][N:9]=1)#[N:2].[OH-].[Na+].C(OCC)(=O)C>O1CCCC1>[C:1]([C:3]1[CH:4]=[C:5]([CH:42]=[C:43]([C:45]([F:48])([F:46])[F:47])[CH:44]=1)[CH2:6][N:7]([CH2:23][C:24]1[CH:29]=[C:28]([C:30]([F:32])([F:33])[F:31])[CH:27]=[CH:26][C:25]=1[N:34]([CH2:38][CH:39]1[CH2:40][CH2:41]1)[CH2:35][CH2:36][CH3:37])[C:8]1[N:9]=[CH:10][C:11]([O:14][CH2:15][CH2:16][CH2:17][C:18]([OH:20])=[O:19])=[CH:12][N:13]=1)#[N:2] |f:1.2|. Reported procedure: Ethyl 4-(2-{(3-cyano-5-trifluoromethyl-benzyl)-[2-(cyclopropylmethyl-propyl-amino)-5-trifluoromethyl-benzyl]-amino}-pyrimidin-5-yloxy)-butyrate (240 mg) is dissolved in tetrahydrofuran (2.6 ml), and thereto is added 1N-aqueous sodium hydroxide solution (2.6 ml) and the mixture is stirred at 40° C. for additional 30 minutes and warmed to 50° C. and stirred for 3 hours. Thereto is added a 2N-aqueous sodium hydroxide solution (650 μl) and the mixture is stirred at 60° C. for 20 minutes. The reactio... Reactants: COC=1C=C(C=CC1[N+](=O)[O-])N1CCN(CC1)C1CCN(CC1)C(=O)OC(C)(C)C (1,1-dimethylethyl 4-{4-[3-(methyloxy)-4-nitrophenyl]-1-piperazinyl}-1-piperidinecarboxylate), C(=O)(C(F)(F)F)O (TFA). Solvent: C(Cl)Cl (DCM). Product: COC=1C=C(C=CC1[N+](=O)[O-])N1CCN(CC1)C1CCNCC1 (1-[3-(methyloxy)-4-nitrophenyl]-4-(4-piperidinyl)piperazine). Yield: 92.6%. Reaction SMILES: [CH3:1][O:2][C:3]1[CH:4]=[C:5]([N:12]2[CH2:17][CH2:16][N:15]([CH:18]3[CH2:23][CH2:22][N:21](C(OC(C)(C)C)=O)[CH2:20][CH2:19]3)[CH2:14][CH2:13]2)[CH:6]=[CH:7][C:8]=1[N+:9]([O-:11])=[O:10].C(O)(C(F)(F)F)=O>C(Cl)Cl>[CH3:1][O:2][C:3]1[CH:4]=[C:5]([N:12]2[CH2:13][CH2:14][N:15]([CH:18]3[CH2:23][CH2:22][NH:21][CH2:20][CH2:19]3)[CH2:16][CH2:17]2)[CH:6]=[CH:7][C:8]=1[N+:9]([O-:11])=[O:10]. Reported procedure: A solution of 1,1-dimethylethyl 4-{4-[3-(methyloxy)-4-nitrophenyl]-1-piperazinyl}-1-piperidinecarboxylate (5.67 g, 13.5 mmol) and DCM (110 mL) was cooled with an ice/H2O bath. TFA (30.0 mL, 389 mmol) was added dropwise via addition funnel. Upon completion, by TLC, the reaction mixture was quenched with 1N NaOH (300 mL), extracted with DCM, dried (MgSO4) and concentrated to provide the title compound of step D (4.01 g, 12.5 mmol, 93%). 1H NMR (400 MHz, DMSO-d6) δ ppm 1.20-1.31 (m, 2H), 1.68 (d, J... Starting materials: S(=O)(=O)(OC)OC (Dimethyl sulfate), C(C)(C)(C)N(CCO)CCO (N-tert-butyldiethanolamine), ClCCl (dichloromethane), [OH-].[Na+] (sodium hydroxide). Run at time 1 hour. The product is C(C)(C)(C)N(CCOC)CCOC (tert-Butyl-bis(2-methoxyethyl)amine). As a reaction SMILES: S([O:6][CH3:7])(OC)(=O)=O.[C:8]([N:12]([CH2:16][CH2:17][OH:18])[CH2:13][CH2:14]O)([CH3:11])([CH3:10])[CH3:9].Cl[CH2:20]Cl.[OH-].[Na+]>>[C:8]([N:12]([CH2:13][CH2:14][O:6][CH3:7])[CH2:16][CH2:17][O:18][CH3:20])([CH3:11])([CH3:10])[CH3:9] |f:3.4|. Reported procedure: Dimethyl sulfate (50.45 g, 0.4 mol) was added dropwise to a vigorously stirred mixture of N-tert-butyldiethanolamine (16.13 g, 0.1 mol), dichloromethane (100 ml) tetrabutylammonium bromide (3.22 g, 10 mmol) and 50% aqueous sodium hydroxide (80 g, 1 mol at 30-40° C. The stirring was continued for 1 h after the addition was completed. The organic solution was separated and the aqueous layer was extracted with dichltromethane (25 ml). The organic solutions were combined. GC analysis showed a mixtur...